describe an organic reaction: reactants, conditions, products, and yield From a dataset of the Open Reaction Database (ORD), a public repository of structured organic reaction records. The reactants are C(C1=CC=CC=C1)NC1=CC=C(C=C1)C(=O)N1CC(OCC1)C1=CC=CC=C1 ((4-benzylamino-phenyl)-(2-phenyl-morpholin-4-yl)-methanone), CN(S(=O)(=O)Cl)C (N,N-dimethylsulfamoyl chloride). Solvent: N1=CC=CC=C1 (pyridine). The product is C(C1=CC=CC=C1)N(S(=O)(=O)N(C)C)C1=CC=C(C=C1)C(=O)N1CC(OCC1)C1=CC=CC=C1 (N-Benzyl-N-[4-(2-phenyl-morpholine-4-carbonyl)-phenyl]-N′,N′-dimethylsulfamide). The yield is 34.8%. As a reaction SMILES: [CH2:1]([NH:8][C:9]1[CH:14]=[CH:13][C:12]([C:15]([N:17]2[CH2:22][CH2:21][O:20][CH:19]([C:23]3[CH:28]=[CH:27][CH:26]=[CH:25][CH:24]=3)[CH2:18]2)=[O:16])=[CH:11][CH:10]=1)[C:2]1[CH:7]=[CH:6][CH:5]=[CH:4][CH:3]=1.[CH3:29][N:30]([CH3:35])[S:31](Cl)(=[O:33])=[O:32]>N1C=CC=CC=1>[CH2:1]([N:8]([C:9]1[CH:10]=[CH:11][C:12]([C:15]([N:17]2[CH2:22][CH2:21][O:20][CH:19]([C:23]3[CH:28]=[CH:27][CH:26]=[CH:25][CH:24]=3)[CH2:18]2)=[O:16])=[CH:13][CH:14]=1)[S:31]([N:30]([CH3:35])[CH3:29])(=[O:33])=[O:32])[C:2]1[CH:3]=[CH:4][CH:5]=[CH:6][CH:7]=1. Reported procedure: A solution of (4-benzylamino-phenyl)-(2-phenyl-morpholin-4-yl)-methanone (80 mg, 0.21 mmol) and N,N-dimethylsulfamoyl chloride (0.3 ml, 2 mmol) in pyridine (5 ml) was heated to 70° C. for 16 hours. The reaction was cooled then filtered and the filtrate diluted with dichloromethane (20 ml). The resulting solution was washed with hydrochloric acid 2N (20 ml), the organics collected and dried over magnesium sulfate. The solvent was removed in vacuo and the residue purified by preparative thin layer... Reactants: C(C1=CC=CC=C1)(=O)C=1C=C2C(=NC1)C=C(O2)[C@@H]2N(CCC2)C(=O)OC(C)(C)C (6-(benzoyl)-2-(1-Boc-2-(R)-pyrrolidinyl)furo[3,2-b]pyridine), C(Cl)Cl (CH2Cl2), C(=O)(C(F)(F)F)O (TFA). Run at temperature 0 celsius, time 45 minute. Yields the product Cl.C(C1=CC=CC=C1)(=O)C=1C=C2C(=NC1)C=C(O2)[C@@H]2NCCC2 (6-benzoyl-2-(2-(R)-pyrrolidinyl)furo[3,2-b]pyridine hydrochloride). RXN SMILES: [C:1]([C:9]1[CH:10]=[C:11]2[O:17][C:16]([C@H:18]3[CH2:22][CH2:21][CH2:20][N:19]3C(OC(C)(C)C)=O)=[CH:15][C:12]2=[N:13][CH:14]=1)(=[O:8])[C:2]1[CH:7]=[CH:6][CH:5]=[CH:4][CH:3]=1.C(O)(C(F)(F)F)=O.C(Cl)[Cl:38]>>[ClH:38].[C:1]([C:9]1[CH:10]=[C:11]2[O:17][C:16]([C@H:18]3[CH2:22][CH2:21][CH2:20][NH:19]3)=[CH:15][C:12]2=[N:13][CH:14]=1)(=[O:8])[C:2]1[CH:3]=[CH:4][CH:5]=[CH:6][CH:7]=1 |f:3.4|. Reported procedure: 6-(benzoyl)-2-(1-Boc-2-(R)-pyrrolidinyl)furo[3,2-b]pyridine is dissolved in CH2Cl2 (10 mL). The mixture is cooled to 0° C., TFA (10 mL) is added and the reaction is stirred for 45 minutes as it warms to room temperature. The mixture is concentrated in vacuo and taken up in a minimum amount of H2O. The aqueous mixture is basified with 15% NaOH and extracted with CH2Cl2 (200 mL), which is dried (MgSO4) and concentrated. The residue is chromatographed (silica gel) to afford the free amine. The isol...